From a dataset of the Open Reaction Database (ORD), a public repository of structured organic reaction records. describe an organic reaction: reactants, conditions, products, and yield The product is O1C(=CC2=C1C=CC=C2)C2=NC=CC(=N2)C2=CC=1C(NCC3(C1N2)CCNCC3)=O (2′-(2-(benzofuran-2-yl)pyrimidin-4-yl)-5′,6′-dihydrospiro[piperidine-4,7′-pyrrolo[3,2-c]pyridin]-4′(1′H)-one). As a reaction SMILES: [O:1]1[C:5]2[CH:6]=[CH:7][CH:8]=[CH:9][C:4]=2[CH:3]=[C:2]1[C:10]1[N:15]=[C:14]([C:16]2[NH:24][C:23]3[C:22]4([CH2:29][CH2:28][N:27](C(OC(C)(C)C)=O)[CH2:26][CH2:25]4)[CH2:21][N:20](CC4C=CC(OC)=CC=4)[C:19](=[O:46])[C:18]=3[CH:17]=2)[CH:13]=[CH:12][N:11]=1>C(O)(C(F)(F)F)=O>[O:1]1[C:5]2[CH:6]=[CH:7][CH:8]=[CH:9][C:4]=2[CH:3]=[C:2]1[C:10]1[N:15]=[C:14]([C:16]2[NH:24][C:23]3[C:22]4([CH2:25][CH2:26][NH:27][CH2:28][CH2:29]4)[CH2:21][NH:20][C:19](=[O:46])[C:18]=3[CH:17]=2)[CH:13]=[CH:12][N:11]=1. Reactants: O1C(=CC2=C1C=CC=C2)C2=NC=CC(=N2)C2=CC=1C(N(CC3(C1N2)CCN(CC3)C(=O)OC(C)(C)C)CC3=CC=C(C=C3)OC)=O (tert-butyl 2′-(2-(benzofuran-2-yl)pyrimidin-4-yl)-5′-(4-methoxybenzyl)-4′-oxo-1′,4′,5′,6′-tetrahydrospiro[piperidine-4,7′-pyrrolo[3,2-c]pyridine]-1-carboxylate). Conditions: temperature 140 celsius, time 40 minute. Reported procedure: A6 (3.60 g, 5.81 mmol) was dissolved in TFA (29.0 mL). The mixture was stirred at 140° C. for 40 min in the microwave. After cooling to room temperature, the reaction mixture was concentrated under vacuum. The crude product was purified by Strong Cation Exchange (SCX) with MeOH as eluent, followed by rinsing with 0.7 N NH3 in MeOH to obtain the pure free base as yellow solid (2.22 g). 1H NMR (400 MHz, DMSO-D6, 300K): δ=1.64 (2H, d, J=12.8 Hz), 2.15 (2H, br dt, J=13.0 Hz), 2.71 (2H, t, J=11.9 Hz)... Isolated yield 95.7%. Run in C(=O)(C(F)(F)F)O (TFA). Starting materials: ClC1=C(C=C(CNN)C=C1)C(F)(F)F (4-chloro-3-trifluoromethylbenzylhydrazine), C(C)OC(C=C(OCC)N)=O (β-amino-β-ethoxyacrylic acid ethyl ester), C1(=CC=C(C=C1)S(=O)(=O)O)C (p-toluenesulphonic acid). Procedure details: 67 g of 4-chloro-3-trifluoromethylbenzylhydrazine were added dropwise, under nitrogen, to a solution of 46.1 g of β-amino-β-ethoxyacrylic acid ethyl ester and 2 g of p-toluenesulphonic acid in 250 ml of ethanol. After stirring overnight, the solvent was distilled off in vacuo and the residue, which solidified, was filtered off and recrystallised from ethanol. The product was the compound identified above. Melting point: 132°, 25 g (30%). Solvent: C(C)O (ethanol). Yields the product NC=1NN(C(C1)=O)CC1=CC(=C(C=C1)Cl)C(F)(F)F (3-Amino-1-(3-trifluoromethyl-4-chlorobenzyl)-pyrazol-5-one). Reaction SMILES: [Cl:1][C:2]1[CH:10]=[CH:9][C:5]([CH2:6][NH:7][NH2:8])=[CH:4][C:3]=1[C:11]([F:14])([F:13])[F:12].C([O:17][C:18](=O)[CH:19]=[C:20]([NH2:24])OCC)C.C1(C)C=CC(S(O)(=O)=O)=CC=1>C(O)C>[NH2:24][C:20]1[NH:8][N:7]([CH2:6][C:5]2[CH:9]=[CH:10][C:2]([Cl:1])=[C:3]([C:11]([F:12])([F:13])[F:14])[CH:4]=2)[C:18](=[O:17])[CH:19]=1. Reaction conditions: time 8 hour. Reactants: [OH-].[Na+] (sodium hydroxide), FC1=CC=C(C=C1)NC1=CC2=C(C=N1)C=C(N2S(=O)(=O)C)C=2C=NN(C2)C(=O)OC(C)(C)C (tert-butyl 4-(6-(4-fluorophenylamino)-1-(methylsulfonyl)-1H-pyrrolo[3,2-c]pyridin-2-yl)-1H-pyrazole-1-carboxylate), ClC1=CC2=C(C=N1)C=C(N2S(=O)(=O)C)C=2C=NN(C2)C(=O)OC(C)(C)C (tert-butyl 4-(6-chloro-1-(methylsulfonyl)-1H-pyrrolo[3,2-c]pyridin-2-yl)-1H-pyrazole-1-carboxylate). Run in CCO (EtOH). Conditions: temperature 40 celsius, time 4 hour. Product: FC1=CC=C(C=C1)NC1=CC2=C(C=N1)C=C(N2S(=O)(=O)C)C=2C=NNC2 (N-(4-fluorophenyl)-1-(methylsulfonyl)-2-(1H-pyrazol-4-yl)-1H-pyrrolo[3,2-c]pyridin-6-amine). Isolated yield 44.9%. As a reaction SMILES: [OH-].[Na+].[F:3][C:4]1[CH:9]=[CH:8][C:7]([NH:10][C:11]2[N:16]=[CH:15][C:14]3[CH:17]=[C:18]([C:24]4[CH:25]=[N:26][N:27](C(OC(C)(C)C)=O)[CH:28]=4)[N:19]([S:20]([CH3:23])(=[O:22])=[O:21])[C:13]=3[CH:12]=2)=[CH:6][CH:5]=1.ClC1N=CC2C=C(C3C=NN(C(OC(C)(C)C)=O)C=3)N(S(C)(=O)=O)C=2C=1>CCO>[F:3][C:4]1[CH:5]=[CH:6][C:7]([NH:10][C:11]2[N:16]=[CH:15][C:14]3[CH:17]=[C:18]([C:24]4[CH:25]=[N:26][NH:27][CH:28]=4)[N:19]([S:20]([CH3:23])(=[O:21])=[O:22])[C:13]=3[CH:12]=2)=[CH:8][CH:9]=1 |f:0.1|. Procedure details: Aqueous sodium hydroxide (127 μL, 1 M, 0.127 mmol) was added to a solution of tert-butyl 4-(6-(4-fluorophenylamino)-1-(methylsulfonyl)-1H-pyrrolo[3,2-c]pyridin-2-yl)-1H-pyrazole-1-carboxylate (Preparation 53, 20 mg, 0.042 mmol) (mixed with some tert-butyl 4-(6-chloro-1-(methylsulfonyl)-1H-pyrrolo[3,2-c]pyridin-2-yl)-1H-pyrazole-1-carboxylate) in EtOH (339 μL). The reaction mixture was stirred for 4 hours at 40° C. The reaction mixture was filtered on SCX-2 column and was then purified using prep...